Task: describe an organic reaction: reactants, conditions, products, and yield. Dataset: the Open Reaction Database (ORD), a public repository of structured organic reaction records Reactants: CCS, CCOC(C)=O, [H-], [Na+], C(=CC(=Nc1ccccc1)Oc1ccccc1)Oc1ccccc1, CN(C)C=O. The product is CCSC=CC(=Nc1ccccc1)Oc1ccccc1. As a reaction SMILES: [CH2:1]([CH3:2])[SH:3].[CH3:35][CH2:36][O:37][C:38](=[O:39])[CH3:40].[H-:9].[Na+:10].[O:11]([c:12]1[cH:13][cH:14][cH:15][cH:16][cH:17]1)[CH:18]=[CH:19][C:20]([O:21][c:22]1[cH:23][cH:24][cH:25][cH:26][cH:27]1)=[N:28][c:29]1[cH:30][cH:31][cH:32][cH:33][cH:34]1.[O:4]=[CH:5][N:6]([CH3:7])[CH3:8]>>[CH2:1]([CH3:2])[S:3][CH:18]=[CH:19][C:20]([O:21][c:22]1[cH:23][cH:24][cH:25][cH:26][cH:27]1)=[N:28][c:29]1[cH:30][cH:31][cH:32][cH:33][cH:34]1.